This data is from the Open Reaction Database (ORD), a public repository of structured organic reaction records. The task is: describe an organic reaction: reactants, conditions, products, and yield Reactants: CN, Cc1c(F)cc(C(=O)NC2CC2)cc1-n1ccnc(NC2(c3ccccc3OCCCl)CC2)c1=O, C1COCCO1. Yields the product CNCCOc1ccccc1C1(Nc2nccn(-c3cc(C(=O)NC4CC4)cc(F)c3C)c2=O)CC1. RXN SMILES: [CH3:36][NH2:37].[Cl:1][CH2:2][CH2:3][O:4][c:5]1[c:6]([C:11]2([NH:14][c:15]3[c:16](=[O:35])[n:17](-[c:21]4[cH:22][c:23]([C:24](=[O:25])[NH:26][CH:27]5[CH2:28][CH2:29]5)[cH:30][c:31]([F:34])[c:32]4[CH3:33])[cH:18][cH:19][n:20]3)[CH2:12][CH2:13]2)[cH:7][cH:8][cH:9][cH:10]1.[O:38]1[CH2:39][CH2:40][O:41][CH2:42][CH2:43]1>>[CH2:2]([CH2:3][O:4][c:5]1[c:6]([C:11]2([NH:14][c:15]3[c:16](=[O:35])[n:17](-[c:21]4[cH:22][c:23]([C:24](=[O:25])[NH:26][CH:27]5[CH2:28][CH2:29]5)[cH:30][c:31]([F:34])[c:32]4[CH3:33])[cH:18][cH:19][n:20]3)[CH2:12][CH2:13]2)[cH:7][cH:8][cH:9][cH:10]1)[NH:37][CH3:36]. The reactants are O=C1CCC(N2Cc3c(OCc4ccc(CBr)cc4)cccc3C2=O)C(=O)N1, O=C(O)C(=O)O, C1NCC12COC2, CCN(C(C)C)C(C)C, CC#N, ClCCl. Product: O=C1CCC(N2Cc3c(OCc4ccc(CN5CC6(COC6)C5)cc4)cccc3C2=O)C(=O)N1. As a reaction SMILES: [Br:26][CH2:27][c:28]1[cH:29][cH:30][c:31]([CH2:32][O:33][c:34]2[c:35]3[c:39]([cH:40][cH:41][cH:42]2)[C:38](=[O:43])[N:37]([CH:44]2[C:45](=[O:51])[NH:46][C:47](=[O:50])[CH2:48][CH2:49]2)[CH2:36]3)[cH:52][cH:53]1.[C:4]([OH:5])(=[O:6])[C:7]([OH:8])=[O:9].[CH2:10]1[O:11][CH2:12][C:13]12[CH2:14][NH:15][CH2:16]2.[CH2:17]([N:18]([CH:19]([CH3:20])[CH3:21])[CH:22]([CH3:23])[CH3:24])[CH3:25].[CH3:54][C:55]#[N:56].[Cl:1][CH2:2][Cl:3]>>[CH2:10]1[O:11][CH2:12][C:13]12[CH2:14][N:15]([CH2:27][c:28]1[cH:29][cH:30][c:31]([CH2:32][O:33][c:34]3[c:35]4[c:39]([cH:40][cH:41][cH:42]3)[C:38](=[O:43])[N:37]([CH:44]3[C:45](=[O:51])[NH:46][C:47](=[O:50])[CH2:48][CH2:49]3)[CH2:36]4)[cH:52][cH:53]1)[CH2:16]2. Starting materials: [BH4-], CO, CCCCCN1C(=O)C(C)(C)c2cc3[nH]c(N)nc3cc21, [Na+], [Na], O. The product is CCCCCN1C(=O)C(C)(C)c2cc3[nH]c(NC)nc3cc21. As a reaction SMILES: [BH4-:23].[CH3:25][OH:26].[NH2:2][c:3]1[n:4][c:5]2[c:6]([cH:7][c:8]3[c:12]([cH:13]2)[N:11]([CH2:14][CH2:15][CH2:16][CH2:17][CH3:18])[C:10](=[O:19])[C:9]3([CH3:20])[CH3:21])[nH:22]1.[Na+:24].[Na:1].[OH2:27]>>[NH:2]([c:3]1[n:4][c:5]2[c:6]([cH:7][c:8]3[c:12]([cH:13]2)[N:11]([CH2:14][CH2:15][CH2:16][CH2:17][CH3:18])[C:10](=[O:19])[C:9]3([CH3:20])[CH3:21])[nH:22]1)[CH3:25]. The reactants are CC1C(C(C(C(O1)OC2C(C(C(=O)C3=C2C(=C4C(=C3)C(=O)C5=CC(=CC(=C5C4=O)O)OC)O)(C)O)OC)OC)O)OC (steffimycin B), CN(C=O)C (dimethylformamide). Run in C(Cl)(Cl)Cl.CO (CHCl3 CH3OH). Run at time 0.5 day. The product is O.O=C[C@H](O)[C@@H](O)[C@H](O)[C@H](O)CO (Glucose monohydrate). RXN SMILES: CC1[O:7]C([O:8][CH:9]2[C:15]3[C:16]([OH:33])=C4C(=O)C5C(=CC(OC)=CC=5O)C(=O)C4=CC=3[C:12](=[O:13])[C:11]([OH:35])(C)[CH:10]2[O:36]C)C(OC)C(O)C1OC.CN(C)C=[O:46]>C(Cl)(Cl)Cl.CO>[OH2:7].[O:13]=[CH:12][C@@H:11]([C@H:10]([C@@H:9]([C@@H:15]([CH2:16][OH:33])[OH:46])[OH:8])[OH:36])[OH:35] |f:2.3,4.5|. Procedure: Between about 36 and 48 hours of fermentation time, steffimycin B is added to the fermentation as a dimethylformamide solution (25 mg/ml) to a final medium concentration of 25 mg/l. The fermentation is monitored using tlc on silica gel plates with CHCl3 :CH3OH (925:75) as the developing solvent system. The tlc procedure is conducted at half day intervals between the first half day and five days. Reactants: [BH4-], CC1CN(Cc2ccccc2)CC1=O, CCO, [Na+]. The product is CC1CN(Cc2ccccc2)CC1O. RXN SMILES: [BH4-:15].[CH2:1]([c:2]1[cH:3][cH:4][cH:5][cH:6][cH:7]1)[N:8]1[CH2:9][C:10](=[O:14])[CH:11]([CH3:13])[CH2:12]1.[CH3:17][CH2:18][OH:19].[Na+:16]>>[CH2:1]([c:2]1[cH:3][cH:4][cH:5][cH:6][cH:7]1)[N:8]1[CH2:9][CH:10]([OH:14])[CH:11]([CH3:13])[CH2:12]1.